This data is from the Open Reaction Database (ORD), a public repository of structured organic reaction records. The task is: describe an organic reaction: reactants, conditions, products, and yield The reactants are FC1=CC=C(C(NCC(=O)O)=O)C=C1 (4-fluoro-hippuric acid), COC1=CC=C(C=C1)C(C1=CC=CC=C1)N (rac-C-(4-methoxy-phenyl)-C-phenyl-methylamine). The product is FC1=CC=C(C(=O)NCC(NC(C2=CC=CC=C2)C2=CC=C(C=C2)OC)=O)C=C1 (rac-4-Fluoro-N-({[(4-methoxy-phenyl)-phenyl-methyl]-carbamoyl}-methyl)-benzamide). Reaction SMILES: [F:1][C:2]1[CH:14]=[CH:13][C:5]([C:6](=[O:12])[NH:7][CH2:8][C:9]([OH:11])=O)=[CH:4][CH:3]=1.[CH3:15][O:16][C:17]1[CH:22]=[CH:21][C:20]([CH:23]([NH2:30])[C:24]2[CH:29]=[CH:28][CH:27]=[CH:26][CH:25]=2)=[CH:19][CH:18]=1>>[F:1][C:2]1[CH:3]=[CH:4][C:5]([C:6]([NH:7][CH2:8][C:9](=[O:11])[NH:30][CH:23]([C:20]2[CH:19]=[CH:18][C:17]([O:16][CH3:15])=[CH:22][CH:21]=2)[C:24]2[CH:25]=[CH:26][CH:27]=[CH:28][CH:29]=2)=[O:12])=[CH:13][CH:14]=1. Reported procedure: Prepared in analogy to example 1.1 from 4-fluoro-hippuric acid (CA [366-79-0]) and rac-C-(4-methoxy-phenyl)-C-phenyl-methylamine (CA [2538-34-3]). The reactants are O (water), N1N=NN=C1 (1,2,3,4-tetrazole), C([O-])([O-])=O.[K+].[K+] (potassium carbonate), BrC1=NC=C(C=C1)Br (2,5-dibromopyridine). Run in CN1C(CCC1)=O (1-methyl-2-pyrrolidone). Product: N1(N=NN=C1)C1=NC=C(C=C1)Br (2-(1-Tetrazolyl)-5-bromopyridine). Reaction SMILES: Br[C:2]1[CH:7]=[CH:6][C:5]([Br:8])=[CH:4][N:3]=1.[NH:9]1[CH:13]=[N:12][N:11]=[N:10]1.C(=O)([O-])[O-].[K+].[K+].O>CN1CCCC1=O>[N:9]1([C:2]2[CH:7]=[CH:6][C:5]([Br:8])=[CH:4][N:3]=2)[CH:13]=[N:12][N:11]=[N:10]1 |f:2.3.4|. Procedure: In 10 ml of 1-methyl-2-pyrrolidone was dissolved 1.0 g of 2,5-dibromopyridine and the solution was added with 0.5 g of 1,2,3,4-tetrazole, along with 1.75 g of potassium carbonate. The reaction mixture was reacted at 100° C. for 3 hours with stirring. After completion of the reaction, the reaction mixture was added with water and extracted with ethyl acetate. The organic layer thus obtained was dehydrated, filtered and concentrated and the concentrate was subjected to column chromatography to giv... Reactants: C(C)(=O)O[C@@H]1CC2=CC[C@H]3[C@@H]4CC[C@H]([C@@H](CCC(C(C)C)=O)C)[C@]4(CC[C@@H]3[C@]2(CC1)C)C (3β-acetoxy-24-oxocholest-5-ene), O (water), [OH-].[K+] (potassium hydroxide). Run in mixture, CO (methanol), C1=CC=CC=C1 (benzene), CO (methanol). Yields the product O[C@@H]1CC2=CC[C@H]3[C@@H]4CC[C@H]([C@@H](CCC(C(C)C)=O)C)[C@]4(CC[C@@H]3[C@]2(CC1)C)C (3β-hydroxy-24-oxocholest-5-ene). Yield: 90.0%. RXN SMILES: C([O:4][C@H:5]1[CH2:30][CH2:29][C@@:28]2([CH3:31])[C:7](=[CH:8][CH2:9][C@@H:10]3[C@@H:27]2[CH2:26][CH2:25][C@@:24]2([CH3:32])[C@H:11]3[CH2:12][CH2:13][C@@H:14]2[C@H:15]([CH3:23])[CH2:16][CH2:17][C:18](=[O:22])[CH:19]([CH3:21])[CH3:20])[CH2:6]1)(=O)C.[OH-].[K+].O>CO.C1C=CC=CC=1>[OH:4][C@H:5]1[CH2:30][CH2:29][C@@:28]2([CH3:31])[C:7](=[CH:8][CH2:9][C@@H:10]3[C@@H:27]2[CH2:26][CH2:25][C@@:24]2([CH3:32])[C@H:11]3[CH2:12][CH2:13][C@@H:14]2[C@H:15]([CH3:23])[CH2:16][CH2:17][C:18](=[O:22])[CH:19]([CH3:21])[CH3:20])[CH2:6]1 |f:1.2|. Reported procedure: Specifically, the crude 3β-acetoxy-24-oxocholest-5-ene was dissolved in 100 ml of a mixture of methanol and benzene (1:1). To the solution was added dropwise a 10% methanol solution of potassium hydroxide at room temperature with stirring. After the addition, the mixture was stirred at 70° C. for 4 hours. After the reaction, 100 mg of water was added to separate the reaction mixture into layers. The resulting aqueous layer was extracted twice with benzene. The benzene extracts were combined with... Starting materials: CC(C)=O, COC(=O)CBr, c1ccncc1. Product: [Br-], COC(=O)C[n+]1ccccc1. RXN SMILES: [CH3:13][C:14](=[O:15])[CH3:16].[CH3:1][O:2][C:3]([CH2:4][Br:5])=[O:6].[cH:7]1[cH:8][cH:9][n:10][cH:11][cH:12]1>>[Br-:5].[CH3:1][O:2][C:3]([CH2:4][n+:10]1[cH:9][cH:8][cH:7][cH:12][cH:11]1)=[O:6]. Starting materials: C(O)CN (ethanolamine), COC(=O)C1=CC(=NO1)OCC=1C(=NOC1C)CCCC (3-(3-butyl-5-methyl-isoxazol-4-ylmethoxy)-isoxazole-5-carboxylic acid methyl ester), COC(=O)C1=CC(=NO1)OCC=1C(=NOC1C)C1=NC=CC=C1 (3-(5-methyl-3-pyridin-2-yl-isoxazol-4-ylmethoxy)-isoxazole-5-carboxylic acid methyl ester). Product: C(C)(C)N (isopropyl amine), OCCNC(=O)C1=CC(=NO1)OCC=1C(=NOC1C)CCCC (3-(3-Butyl-5-methyl-isoxazol-4-ylmethoxy)-isoxazole-5-carboxylic acid (2-hydroxy-ethyl)-amide). The yield is 47.0%. As a reaction SMILES: COC(C1ON=C(OC[C:12]2[C:13]([CH2:18]CCC)=[N:14]OC=2C)C=1)=O.CO[C:24]([C:26]1[O:30][N:29]=[C:28]([O:31][CH2:32][C:33]2[C:34]([C:39]3[CH:44]=[CH:43][CH:42]=CN=3)=[N:35][O:36][C:37]=2[CH3:38])[CH:27]=1)=[O:25].[CH2:45]([CH2:47][NH2:48])[OH:46]>>[CH:13]([NH2:14])([CH3:18])[CH3:12].[OH:46][CH2:45][CH2:47][NH:48][C:24]([C:26]1[O:30][N:29]=[C:28]([O:31][CH2:32][C:33]2[C:34]([CH2:39][CH2:44][CH2:43][CH3:42])=[N:35][O:36][C:37]=2[CH3:38])[CH:27]=1)=[O:25]. Procedure: As described for example 14e, 3-(3-butyl-5-methyl-isoxazol-4-ylmethoxy)-isoxazole-5-carboxylic acid methyl ester (201 mg, 0.68 mmol), instead of 3-(5-methyl-3-pyridin-2-yl-isoxazol-4-ylmethoxy)-isoxazole-5-carboxylic acid methyl ester, was converted, using ethanolamine (50 mg, 0.82 mmol), instead of isopropyl amine, to the title compound (103 mg, 47%) which was obtained as a colourless gum after purification by chromatography (silica, heptane:ethyl acetate=1:1 to 0:1). MS: m/e=324.3 [M+H]+. The reactants are S1C(SC=C1)=C(C(=O)OC(C)C)C(=O)OC(C(C)(C)C)=O (isoproyl 2-(1,3-dithiol-2-ylidene)-2-(pivaloyloxycarbonyl)acetate), C1(CCCCC1)N (cyclohexylamine). The solvent is C(Cl)Cl (methylene chloride). Yields the product S1C(SC=C1)=C(C(=O)OC(C)C)C(NC1CCCCC1)=O (Isopropyl 2-(1,3-dithiol-2-ylidene)-2-(N-cyclohexylcarbamoyl)acetate). RXN SMILES: [S:1]1[CH:5]=[CH:4][S:3][C:2]1=[C:6]([C:13]([O:15]C(=O)C(C)(C)C)=O)[C:7]([O:9][CH:10]([CH3:12])[CH3:11])=[O:8].[CH:22]1([NH2:28])[CH2:27][CH2:26][CH2:25][CH2:24][CH2:23]1>C(Cl)Cl>[S:3]1[CH:4]=[CH:5][S:1][C:2]1=[C:6]([C:13](=[O:15])[NH:28][CH:22]1[CH2:27][CH2:26][CH2:25][CH2:24][CH2:23]1)[C:7]([O:9][CH:10]([CH3:11])[CH3:12])=[O:8]. Reported procedure: A solution of isoproyl 2-(1,3-dithiol-2-ylidene)-2-(pivaloyloxycarbonyl)acetate (13.2 g) and cyclohexylamine (3.97 g) in methylene chloride (100ml) was stirred at room temperature for 2 hrs. The reaction mixture was washed with aqueous sodium hydroxide solution and water and then evaporated to dryness. The resultant residue was recrystallized from ethyl acetate to afford the pure product. (12.0 g, 91.6%) The product is COc1ccc(C2Sc3ccccc3N(CCN(C)C)C(=O)C2OC(C)=O)cc1. As a reaction SMILES: [CH3:1][O:2][c:3]1[cH:4][cH:5][c:6]([CH:9]2[S:10][c:11]3[c:12]([cH:21][cH:22][cH:23][cH:24]3)[NH:13][C:14](=[O:20])[CH:15]2[O:16][C:17]([CH3:18])=[O:19])[cH:7][cH:8]1.[CH3:27][N:28]([CH3:29])[CH2:30][CH2:31][Cl:32].[CH3:40][C:41](=[O:42])[OH:43].[CH3:44][S:45]([CH3:46])=[O:47].[CH:33]([O:34][CH:35]([CH3:36])[CH3:37])([CH3:38])[CH3:39].[H-:25].[Na+:26]>>[CH3:1][O:2][c:3]1[cH:4][cH:5][c:6]([CH:9]2[S:10][c:11]3[c:12]([cH:21][cH:22][cH:23][cH:24]3)[N:13]([CH2:31][CH2:30][N:28]([CH3:27])[CH3:29])[C:14](=[O:20])[CH:15]2[O:16][C:17]([CH3:18])=[O:19])[cH:7][cH:8]1. Reactants: COc1ccc(C2Sc3ccccc3NC(=O)C2OC(C)=O)cc1, CN(C)CCCl, CC(=O)O, CS(C)=O, CC(C)OC(C)C, [H-], [Na+].